The task is: describe an organic reaction: reactants, conditions, products, and yield. This data is from the Open Reaction Database (ORD), a public repository of structured organic reaction records. Starting materials: CS(=O)(=O)O, [Cl-], OCC(O)COc1ncccc1Cl, O, c1ccncc1. Yields the product CS(=O)(=O)OCC(O)COc1ncccc1Cl. RXN SMILES: [CH3:2][S:3](=[O:4])(=[O:5])[OH:6].[Cl-:1].[Cl:7][c:8]1[c:9]([O:14][CH2:15][CH:16]([CH2:17][OH:18])[OH:19])[n:10][cH:11][cH:12][cH:13]1.[OH2:20].[cH:21]1[cH:22][cH:23][n:24][cH:25][cH:26]1>>[CH3:2][S:3]([O:4][CH2:17][CH:16]([CH2:15][O:14][c:9]1[c:8]([Cl:7])[cH:13][cH:12][cH:11][n:10]1)[OH:19])(=[O:5])=[O:6]. Yields the product CCCCCCCN(Cc1ccc(F)cc1F)C(=O)COc1ccc(CCO)cc1OC. As a reaction SMILES: [Br:1][CH2:2][C:3](=[O:4])[N:5]([CH2:6][CH2:7][CH2:8][CH2:9][CH2:10][CH2:11][CH3:12])[CH2:13][c:14]1[c:15]([F:21])[cH:16][c:17]([F:20])[cH:18][cH:19]1.[C:34](=[O:35])([O-:36])[O-:37].[CH2:22]([CH2:23][c:24]1[cH:25][c:26]([O:27][CH3:28])[c:29]([OH:30])[cH:31][cH:32]1)[OH:33].[CH3:40][C:41]#[N:42].[K+:38].[K+:39]>>[CH2:2]([C:3](=[O:4])[N:5]([CH2:6][CH2:7][CH2:8][CH2:9][CH2:10][CH2:11][CH3:12])[CH2:13][c:14]1[c:15]([F:21])[cH:16][c:17]([F:20])[cH:18][cH:19]1)[O:30][c:29]1[c:26]([O:27][CH3:28])[cH:25][c:24]([CH2:23][CH2:22][OH:33])[cH:32][cH:31]1. The reactants are CCCCCCCN(Cc1ccc(F)cc1F)C(=O)CBr, O=C([O-])[O-], COc1cc(CCO)ccc1O, CC#N, [K+], [K+]. Reactants: S1C=C(C=C1)CCO (2-(3-thienyl)-ethanol), C(Cl)(Cl)Cl (CHCl3), CS(=O)(=O)Cl (methanesulfonyl chloride). The solvent is N1=CC=CC=C1 (pyridine), N1=CC=CC=C1 (pyridine). Conditions: time 17.5 minute. The product is CS(=O)(=O)OCCC1=CSC=C1 (2-(3-Thienyl)-Ethyl Methanesulfonate). Isolated yield 65.0%. As a reaction SMILES: [S:1]1[CH:5]=[CH:4][C:3]([CH2:6][CH2:7][OH:8])=[CH:2]1.[CH3:9][S:10](Cl)(=[O:12])=[O:11].C(Cl)(Cl)Cl>N1C=CC=CC=1>[CH3:9][S:10]([O:8][CH2:7][CH2:6][C:3]1[CH:4]=[CH:5][S:1][CH:2]=1)(=[O:12])=[O:11]. Procedure: To a solution of 5.0 g (7.8×10-3 mol) of 2-(3-thienyl)-ethanol (Aldrich Chemical) in 10 ml of dry, freshly distilled pyridine was added 3.62 ml (1.2 equiv.) of methanesulfonyl chloride in 20 ml of pyridine at 5°-10° C. The addition was carried out gradually, over a period of about 15-20 min. The reaction mixture was stirred overnight at room temperature and was quenched by pouring into a separatory funnel containing water and ether. The layers were separated and the aqueous layer was extracted t... As a reaction SMILES: [C:1]([CH3:2])(=[O:3])[c:4]1[cH:5][cH:6][c:7]([OH:14])[c:8]([C:9](=[O:10])[O:11][CH3:12])[cH:13]1.[C:20](=[O:21])([O-:22])[O-:23].[CH3:26][I:27].[K+:24].[K+:25].[O:15]=[CH:16][N:17]([CH3:18])[CH3:19].[OH2:28]>>[C:1]([CH3:2])(=[O:3])[c:4]1[cH:5][cH:6][c:7]([O:14][CH3:16])[c:8]([C:9](=[O:10])[O:11][CH3:12])[cH:13]1. Starting materials: COC(=O)c1cc(C(C)=O)ccc1O, O=C([O-])[O-], CI, [K+], [K+], CN(C)C=O, O. Yields the product COC(=O)c1cc(C(C)=O)ccc1OC. Reactants: CC1=C(C=CC(=C1)F)N1C=CC=2C(=NC=3C(=CC=CC3C21)OCC(F)(F)F)Cl (1-(2-Methyl-4-fluorophenyl)-4-chloro-6-β,β,β-trifluoroethoxypyrrolo[3,2-c]quinoline). Run in C(O)CN (ethanolamine). Conditions: temperature 180 celsius. Yields the product CC1=C(C=CC(=C1)F)N1C=CC=2C(=NC=3C(=CC=CC3C21)OCC(F)(F)F)NCCO (1-(2-methyl-4-fluorophenyl)-4-[(2-hydroxyethyl)amino]-6-β,β,β-trifluoroethoxypyrrolo[3,2-c]quinoline). Isolated yield 162.9%. RXN SMILES: [CH3:1][C:2]1[CH:7]=[C:6]([F:8])[CH:5]=[CH:4][C:3]=1[N:9]1[C:21]2[C:20]3[CH:19]=[CH:18][CH:17]=[C:16]([O:22][CH2:23][C:24]([F:27])([F:26])[F:25])[C:15]=3[N:14]=[C:13](Cl)[C:12]=2[CH:11]=[CH:10]1>C(CN)O>[CH3:1][C:2]1[CH:7]=[C:6]([F:8])[CH:5]=[CH:4][C:3]=1[N:9]1[C:21]2[C:20]3[CH:19]=[CH:18][CH:17]=[C:16]([O:22][CH2:23][C:24]([F:27])([F:26])[F:25])[C:15]=3[N:14]=[C:13]([NH:14][CH2:15][CH2:16][OH:22])[C:12]=2[CH:11]=[CH:10]1. Reported procedure: 1-(2-Methyl-4-fluorophenyl)-4-chloro-6-β,β,β-trifluoroethoxypyrrolo[3,2-c]quinoline(700 mg, 1.7 mmol), prepared by the procedures of Step 1 and Step 2 in the Example 46, was dissolved in ethanolamine(10 ml) in the pressure tube, and the resultant was refluxed at 180° C. for 3 hours. After removing the excess ethanolamine by distillation under reduced pressure, the residue was diluted in dichloromethane(20 ml), and washed with water(15 ml). The organic layer was dried over anhydrous magnesium sul...